Dataset: the Open Reaction Database (ORD), a public repository of structured organic reaction records. Task: describe an organic reaction: reactants, conditions, products, and yield The reactants are CO, NN, O, CC(c1ccncc1)N1C(=O)c2ccccc2C1=O. The product is CC(N)c1ccncc1. Reaction SMILES: [CH3:23][OH:24].[NH2:21][NH2:22].[OH2:20].[n:1]1[cH:2][cH:3][c:4]([CH:7]([CH3:8])[N:9]2[C:10](=[O:11])[c:12]3[c:13]([cH:14][cH:15][cH:16][cH:17]3)[C:18]2=[O:19])[cH:5][cH:6]1>>[n:1]1[cH:2][cH:3][c:4]([CH:7]([CH3:8])[NH2:9])[cH:5][cH:6]1.